Task: describe an organic reaction: reactants, conditions, products, and yield. Dataset: the Open Reaction Database (ORD), a public repository of structured organic reaction records The reactants are C(C)(C)(C)OC(=O)N1CCN(CC1)C1=NC(=C(C=C1)NC(=O)NC=1N(N=C(C1)C(C)(C)C)C1=CC=C(C=C1)C)C (4-{5-[3-(5-tert-butyl-2-p-tolyl-2H-pyrazol-3-yl)-ureido]-6-methyl-pyridin-2-yl}-piperazine-1-carboxylic acid tert-butyl ester), Cl (HCl). Run in CO (MeOH). Run at time 4 hour. Product: Cl.Cl.C(C)(C)(C)C=1C=C(N(N1)C1=CC=C(C=C1)C)NC(=O)NC=1C(=NC(=CC1)N1CCNCC1)C (1-(5-tert-butyl-2-p-tolyl-2H-pyrazol-3-yl)-3-(2-methyl-6-piperazin-1-yl-pyridin-3-yl)-urea dihydrochloride). RXN SMILES: C(OC([N:8]1[CH2:13][CH2:12][N:11]([C:14]2[CH:19]=[CH:18][C:17]([NH:20][C:21]([NH:23][C:24]3[N:25]([C:33]4[CH:38]=[CH:37][C:36]([CH3:39])=[CH:35][CH:34]=4)[N:26]=[C:27]([C:29]([CH3:32])([CH3:31])[CH3:30])[CH:28]=3)=[O:22])=[C:16]([CH3:40])[N:15]=2)[CH2:10][CH2:9]1)=O)(C)(C)C.[ClH:41]>CO>[ClH:41].[ClH:41].[C:29]([C:27]1[CH:28]=[C:24]([NH:23][C:21]([NH:20][C:17]2[C:16]([CH3:40])=[N:15][C:14]([N:11]3[CH2:10][CH2:9][NH:8][CH2:13][CH2:12]3)=[CH:19][CH:18]=2)=[O:22])[N:25]([C:33]2[CH:38]=[CH:37][C:36]([CH3:39])=[CH:35][CH:34]=2)[N:26]=1)([CH3:32])([CH3:31])[CH3:30] |f:3.4.5|. Reported procedure: Treat a 22° C. solution of 4-{5-[3-(5-tert-butyl-2-p-tolyl-2H-pyrazol-3-yl)-ureido]-6-methyl-pyridin-2-yl}-piperazine-1-carboxylic acid tert-butyl ester (Preparation 49; 63.20 g, 115.4 mmol) in MeOH (600 mL) with HCl (4 N solution in dioxane, 300 mL, 1200 mmol). Stir the mixture for 4 hours then concentrate under reduced pressure (room temperature, ca. 10 torr, 3 days) to afford 1-(5-tert-butyl-2-p-tolyl-2H-pyrazol-3-yl)-3-(2-methyl-6-piperazin-1-yl-pyridin-3-yl)-urea dihydrochloride as an off-w... Procedure details: 67 ml of a solution of methyl magnesium chloride in tetrahydrofuran (3M; 0.2 mol) were added dropwise to a solution of 22 g (0.1 mol) of 2,4-dichloro-6-fluorobenzothiazole and 3.3 g (5 mmol) of dichlorobis(triphenylphosphine)nickel in 100 ml of diethyl ether. After stirring had been carried out for 2 hours, the mixture was poured onto saturated aqueous ammonium chloride solution. The desired product was extracted with diethyl ether, after which the combined organic phases were washed with water,... Reactants: [Cl-].[NH4+] (ammonium chloride), solution, C[Mg]Cl (methyl magnesium chloride), O1CCCC1 (tetrahydrofuran), ClC=1SC2=C(N1)C(=CC(=C2)F)Cl (2,4-dichloro-6-fluorobenzothiazole). Product: ClC1=CC(=CC2=C1N=C(S2)C)F (4-Chloro-6-fluoro-2-methylbenzothiazole). Run at time 2 hour. Run in C(C)OCC (diethyl ether). The yield is 49.6%. As a reaction SMILES: C[Mg]Cl.O1CCC[CH2:5]1.Cl[C:10]1[S:11][C:12]2[CH:18]=[C:17]([F:19])[CH:16]=[C:15]([Cl:20])[C:13]=2[N:14]=1.[Cl-].[NH4+]>C(OCC)C.Cl[Ni](Cl)([P](C1C=CC=CC=1)(C1C=CC=CC=1)C1C=CC=CC=1)[P](C1C=CC=CC=1)(C1C=CC=CC=1)C1C=CC=CC=1>[Cl:20][C:15]1[C:13]2[N:14]=[C:10]([CH3:5])[S:11][C:12]=2[CH:18]=[C:17]([F:19])[CH:16]=1 |f:3.4,^1:30,49|. Reagents/catalysts: Cl[Ni]([P](C1=CC=CC=C1)(C2=CC=CC=C2)C3=CC=CC=C3)([P](C4=CC=CC=C4)(C5=CC=CC=C5)C6=CC=CC=C6)Cl (dichlorobis(triphenylphosphine)nickel). The reactants are IC=1C=C(C=CC1)P(OCC)(OCC)=O (diethyl 3-iodophenylphosphonate), OCC1=CC=C(C=C1)B(O)O (4-hydroxymethyl phenyl boronic acid), C1(=CC=CC=C1)P(C1=CC=CC=C1)C1=CC=CC=C1 (triphenylphosphine). The reagents and catalysts are C=1C=CC(=CC1)/C=C/C(=O)/C=C/C2=CC=CC=C2.C=1C=CC(=CC1)/C=C/C(=O)/C=C/C2=CC=CC=C2.C=1C=CC(=CC1)/C=C/C(=O)/C=C/C2=CC=CC=C2.[Pd].[Pd] (tris(dibenzylidene acetone)dipalladium). The solvent is C1(=CC=CC=C1)C (toluene), O (H2O), CCOC(=O)C (EtOAc), O (H2O). Reaction conditions: time 18 hour. Yields the product C(C)OP(OCC)(=O)C=1C=C(C=CC1)C1=CC=C(C=C1)CO ((4′-hydroxymethyl-biphenyl-3-yl)-phosphonic Acid Diethyl Ester). As a reaction SMILES: I[C:2]1[CH:3]=[C:4]([P:8](=[O:15])([O:12][CH2:13][CH3:14])[O:9][CH2:10][CH3:11])[CH:5]=[CH:6][CH:7]=1.[OH:16][CH2:17][C:18]1[CH:23]=[CH:22][C:21](B(O)O)=[CH:20][CH:19]=1.C1(P(C2C=CC=CC=2)C2C=CC=CC=2)C=CC=CC=1>C1(C)C=CC=CC=1.C1C=CC(/C=C/C(/C=C/C2C=CC=CC=2)=O)=CC=1.C1C=CC(/C=C/C(/C=C/C2C=CC=CC=2)=O)=CC=1.C1C=CC(/C=C/C(/C=C/C2C=CC=CC=2)=O)=CC=1.[Pd].[Pd].O.CCOC(C)=O>[CH2:10]([O:9][P:8]([C:4]1[CH:3]=[C:2]([C:21]2[CH:22]=[CH:23][C:18]([CH2:17][OH:16])=[CH:19][CH:20]=2)[CH:7]=[CH:6][CH:5]=1)(=[O:15])[O:12][CH2:13][CH3:14])[CH3:11] |f:4.5.6.7.8|. Reported procedure: To the product of Step 1 (680 mg, 2 mmol) in toluene (10 mL)—H2O (3 mL)—n Propanol (3 mL) were added 4-hydroxymethyl phenyl boronic acid (607 mg, 4 mmol), tris(dibenzylidene acetone)dipalladium (92 mg, 0.1 mmol), triphenylphosphine (209 mg, 0.8 mmol) and EtNH (175 mg, 2.4 mmol). After a period of 18 h at 90° C., the reaction mixture was partionned between EtOAc and H2O. The organic phase was separated, dried over NaSO4, filtered and evaporated under reduced pressure. The title compound was obtai... Starting materials: ClC=1C=C(C=CC1S)C(C)=O (1-(3-Chloro-4-mercapto-phenyl)ethanone), [H-].[Na+] (sodium hydride), IC1CCOCC1 (4-iodo-tetrahydro-pyran). Solvent: CN(C)C=O (DMF). Conditions: time 1 hour. The product is ClC=1C=C(C=CC1SC1CCOCC1)C(C)=O (1-[3-Chloro-4-(tetrahydro-pyran-4-ylsulfanyl)-phenyl]-ethanone). The yield is 31.8%. RXN SMILES: [Cl:1][C:2]1[CH:3]=[C:4]([C:9](=[O:11])[CH3:10])[CH:5]=[CH:6][C:7]=1[SH:8].[H-].[Na+].I[CH:15]1[CH2:20][CH2:19][O:18][CH2:17][CH2:16]1>CN(C=O)C>[Cl:1][C:2]1[CH:3]=[C:4]([C:9](=[O:11])[CH3:10])[CH:5]=[CH:6][C:7]=1[S:8][CH:15]1[CH2:20][CH2:19][O:18][CH2:17][CH2:16]1 |f:1.2|. Reported procedure: The product from step 1 (3.0 g, 16.07 mmol) was added to a suspension of sodium hydride (964.3 mg, 32.14 mmol) in DMF at 0° C. After 5 min 4-iodo-tetrahydro-pyran (3.41 g, 16.07 mmol) was added and the reaction mixture was stirred at RT for 1 h. The reaction mixture was quenched with water at 0° C. and neutralized with trifluoroacetic acid. Evaporation and purification of the crude product by silica gel chromatography using ethyl acetate/n-heptane gave the desired product (1.385 g, 32%) The reactants are L-N-[(4-methoxyphenyl)sulfonyl]-glutamic acid, C=1C=CC(=CC1)C2CN3CCSC3=N2 (tetramisole). The solvent is O (water). Yields the product C=1C=CC(=CC1)[C@H]2CN3CCSC3=N2 (levamisole). Yield: 125.2%. Reaction SMILES: [CH:1]1[CH:2]=[CH:3][C:4]([CH:7]2[N:14]=[C:13]3[N:9]([CH2:10][CH2:11][S:12]3)[CH2:8]2)=[CH:5][CH:6]=1>O>[CH:1]1[CH:6]=[CH:5][C:4]([C@@H:7]2[N:14]=[C:13]3[N:9]([CH2:10][CH2:11][S:12]3)[CH2:8]2)=[CH:3][CH:2]=1. Procedure: A suspension of 31.73 g of L-N-[(4-methoxyphenyl)sulfonyl]-glutamic acid (0.1 mol) in 400 ml of water was stirred and heated till all solid entered solution. Then there were added 20.43 g of tetramisole (0.1 mol) and stirring while heating was continued for a while. The thus obtained homogeneous solution was further stirred for 4 hours while the temperature was allowed to reach room temperature. The precipitate was filtered off, washed with water and dried under vacuo at 50° C., yielding 25.58 g... As a reaction SMILES: [Br:8][c:9]1[c:10]([CH3:18])[c:11]([S:16][CH3:17])[c:12]([NH2:13])[cH:14][cH:15]1.[CH3:19][S:20][S:21][CH3:22].[Cu:23].[N:1]([O:2][C:3]([CH3:4])([CH3:5])[CH3:6])=[O:7]>>[Br:8][c:9]1[c:10]([CH3:18])[c:11]([S:16][CH3:17])[c:12]([S:20][CH3:19])[cH:14][cH:15]1. Reactants: CSc1c(N)ccc(Br)c1C, CSSC, [Cu], CC(C)(C)ON=O. The product is CSc1ccc(Br)c(C)c1SC. The reactants are C(C)(C)(C)OC(=O)N1[C@@H](CC(C1)=NOC)C(=O)O ((2S,4EZ)-1-(tert-butoxycarbonyl)-4-(methoxyimino)-2-pyrrolidinecarboxylic acid), C1(=CC=CC=C1)C(C(=O)O)C1=CC=CC=C1 (diphenylacetic acid), C(C)N(CCN)CC (N1,N1-diethyl-1,2-ethanediamine). Yields the product C(C)N(CCNC(=O)[C@H]1N(CC(C1)=NOC)C(C(C1=CC=CC=C1)C1=CC=CC=C1)=O)CC ((2S,4EZ)-N-[2-(diethylamino)ethyl]-1-(diphenylacetyl)-4-(methoxyimino)-2-pyrrolidinecarboxamide). RXN SMILES: C(O[C:6]([N:8]1[CH2:12][C:11](=[N:13][O:14][CH3:15])[CH2:10][C@H:9]1[C:16]([OH:18])=O)=[O:7])(C)(C)C.[C:19]1([CH:25]([C:29]2[CH:34]=[CH:33][CH:32]=[CH:31][CH:30]=2)C(O)=O)[CH:24]=[CH:23][CH:22]=[CH:21][CH:20]=1.[CH2:35]([N:37]([CH2:41][CH3:42])[CH2:38][CH2:39][NH2:40])[CH3:36]>>[CH2:35]([N:37]([CH2:41][CH3:42])[CH2:38][CH2:39][NH:40][C:16]([C@@H:9]1[CH2:10][C:11](=[N:13][O:14][CH3:15])[CH2:12][N:8]1[C:6](=[O:7])[CH:25]([C:19]1[CH:20]=[CH:21][CH:22]=[CH:23][CH:24]=1)[C:29]1[CH:30]=[CH:31][CH:32]=[CH:33][CH:34]=1)=[O:18])[CH3:36]. Reported procedure: Following the general method as outlined in Example 2, starting from (2S,4EZ)-1-(tert-butoxycarbonyl)-4-(methoxyimino)-2-pyrrolidinecarboxylic acid, diphenylacetic acid, and N1,N1-diethyl-1,2-ethanediamine the title compound was obtained after column chromatography as an off-white solid as a mixture of E/Z-isomers.